Dataset: the Open Reaction Database (ORD), a public repository of structured organic reaction records. Task: describe an organic reaction: reactants, conditions, products, and yield Starting materials: CN1CCOCC1 (N-methylmorpholine), NC1CCC2=CC(=CC=C12)/C=C/C(=O)NC(C(F)(F)F)C1=CC(=CC=C1)C(F)(F)F ((2E)-3-(1-amino-2,3-dihydro-1H-inden-5-yl)-N-{2,2,2-trifluoro-1-[3-(trifluoromethyl)-phenyl]ethyl}acrylamide), C(C)(=O)OC(C)=O (acetic anhydride). Solvent: ClCCl (dichloromethane). Reaction conditions: time 8 hour. Yields the product C(C)(=O)NC1CCC2=CC(=CC=C12)/C=C/C(=O)NC(C(F)(F)F)C1=CC(=CC=C1)C(F)(F)F ((2E)-3-(1-acetamido-2,3-dihydro-1H-inden-5-yl)-N-{2,2,2-trifluoro-1-[3-(trifluoromethyl)phenyl]ethyl}acrylamide). Isolated yield 100.2%. As a reaction SMILES: [NH2:1][CH:2]1[C:10]2[C:5](=[CH:6][C:7](/[CH:11]=[CH:12]/[C:13]([NH:15][CH:16]([C:21]3[CH:26]=[CH:25][CH:24]=[C:23]([C:27]([F:30])([F:29])[F:28])[CH:22]=3)[C:17]([F:20])([F:19])[F:18])=[O:14])=[CH:8][CH:9]=2)[CH2:4][CH2:3]1.CN1CC[O:35][CH2:34][CH2:33]1.C(OC(=O)C)(=O)C>ClCCl>[C:34]([NH:1][CH:2]1[C:10]2[C:5](=[CH:6][C:7](/[CH:11]=[CH:12]/[C:13]([NH:15][CH:16]([C:21]3[CH:26]=[CH:25][CH:24]=[C:23]([C:27]([F:28])([F:29])[F:30])[CH:22]=3)[C:17]([F:18])([F:19])[F:20])=[O:14])=[CH:8][CH:9]=2)[CH2:4][CH2:3]1)(=[O:35])[CH3:33]. Reported procedure: 150 mg of (2E)-3-(1-amino-2,3-dihydro-1H-inden-5-yl)-N-{2,2,2-trifluoro-1-[3-(trifluoromethyl)-phenyl]ethyl}acrylamide were dissolved in 5 ml of dichloromethane, admixed with 71 mg of N-methylmorpholine and 36 mg of acetic anhydride, and stirred at room temperature overnight. The reaction mixture was concentrated on a rotary evaporator to obtain 165 mg of (2E)-3-(1-acetamido-2,3-dihydro-1H-inden-5-yl)-N-{2,2,2-trifluoro-1-[3-(trifluoromethyl)phenyl]ethyl}acrylamide (100%). Reactants: [Si](C1=CC=CC=C1)(C1=CC=CC=C1)(C(C)(C)C)OCC1SC(OC1)OCC (4-(t-butyldiphenylsilyloxymethyl)-2-ethoxy-1,3-oxathiolane), C(C)OP(OCC)OCC (triethylphosphite), P(Cl)(Cl)Cl (phosphorus trichloride). The reagents and catalysts are [Cl-].[Zn+2].[Cl-] (zinc chloride). Run in ClCCl (dichloromethane). Run at temperature 0 celsius, time 3 day. The product is [Si](C1=CC=CC=C1)(C1=CC=CC=C1)(C(C)(C)C)OC[C@H]1S[C@@H](OC1)P(=O)(OCC)OCC (trans 4-(t-butyldiphenylsilyloxymethyl)-2-(diethyloxyphosphinoyl)-1,3-oxathiolane). Isolated yield 79.5%. RXN SMILES: [Si:1]([O:18][CH2:19][CH:20]1[CH2:24][O:23][CH:22](OCC)[S:21]1)([C:14]([CH3:17])([CH3:16])[CH3:15])([C:8]1[CH:13]=[CH:12][CH:11]=[CH:10][CH:9]=1)[C:2]1[CH:7]=[CH:6][CH:5]=[CH:4][CH:3]=1.[CH2:28]([O:30][P:31]([O:35]CC)[O:32][CH2:33][CH3:34])[CH3:29].P(Cl)(Cl)Cl>ClCCl.[Cl-].[Zn+2].[Cl-]>[Si:1]([O:18][CH2:19][C@@H:20]1[CH2:24][O:23][C@@H:22]([P:31]([O:32][CH2:33][CH3:34])([O:30][CH2:28][CH3:29])=[O:35])[S:21]1)([C:14]([CH3:15])([CH3:17])[CH3:16])([C:2]1[CH:3]=[CH:4][CH:5]=[CH:6][CH:7]=1)[C:8]1[CH:9]=[CH:10][CH:11]=[CH:12][CH:13]=1 |f:4.5.6|. Procedure details: To a solution of 4-(t-butyldiphenylsilyloxymethyl)-2-ethoxy-1,3-oxathiolane (12.32 g, 30.6 mmol) and triethylphosphite (3.5 mL, 20.4 mmol, 0.66 eq) in dichloromethane (50 mL) were added phosphorus trichloride (890 μL, 10.2 mmol, 0.33 eq) and zinc chloride (catalytic) at 0° C. The solution was stirred at 0° C. for 1 hr and at room temperature for 3 days. The solvent was evaporated and the crude material was purified by flash chromatography with a mixture of hexane and ethyl acetate (60:40) to giv... Starting materials: C(C)(C)(C)N1CCNCC1 (1-tert-butylpiperazine), C(C)(=O)O (Acetic acid), ClC=1C=C(C=CC1)C=1C=C(C=2NC=3C=C(C=CC3C2N1)C=O)C(=O)OC (methyl 2-(3-chlorophenyl)-7-formyl-5H-pyrido[3,2-b]indole-4-carboxylate), C(C)(=O)O[BH-](OC(C)=O)OC(C)=O.[Na+] (Sodium triacetoxyborohydride). Run in CN(C)C=O (DMF), C(Cl)Cl (DCM). Conditions: time 5 minute. The product is C(C)(C)(C)N1CCN(CC1)CC=1C=CC=2C3=C(NC2C1)C(=CC(=N3)C3=CC(=CC=C3)Cl)C(=O)OC (methyl 7-((4-tert-butylpiperazin-1-yl)methyl)-2-(3-chlorophenyl)-5H-pyrido[3,2-b]indole-4-carboxylate). The yield is 41.8%. As a reaction SMILES: [Cl:1][C:2]1[CH:3]=[C:4]([C:8]2[CH:9]=[C:10]([C:23]([O:25][CH3:26])=[O:24])[C:11]3[NH:12][C:13]4[CH:14]=[C:15]([CH:21]=O)[CH:16]=[CH:17][C:18]=4[C:19]=3[N:20]=2)[CH:5]=[CH:6][CH:7]=1.[C:27]([N:31]1[CH2:36][CH2:35][NH:34][CH2:33][CH2:32]1)([CH3:30])([CH3:29])[CH3:28].C(O[BH-](OC(=O)C)OC(=O)C)(=O)C.[Na+].C(O)(=O)C>CN(C=O)C.C(Cl)Cl>[C:27]([N:31]1[CH2:36][CH2:35][N:34]([CH2:21][C:15]2[CH:16]=[CH:17][C:18]3[C:19]4[N:20]=[C:8]([C:4]5[CH:5]=[CH:6][CH:7]=[C:2]([Cl:1])[CH:3]=5)[CH:9]=[C:10]([C:23]([O:25][CH3:26])=[O:24])[C:11]=4[NH:12][C:13]=3[CH:14]=2)[CH2:33][CH2:32]1)([CH3:30])([CH3:29])[CH3:28] |f:2.3|. Procedure details: A suspension of methyl 2-(3-chlorophenyl)-7-formyl-5H-pyrido[3,2-b]indole-4-carboxylate (80 mg, 0.22 mmol) in DMF (1 mL) was stirred for 5 min and then diluted with DCM (10 mL). 1-tert-butylpiperazine (38 mg, 0.26 mmol) was added and the suspension was cooled in an ice bath. Sodium triacetoxyborohydride (125 mg, 0.592 mmol) was added and the suspension was left stirring for 0.5 hr. Acetic acid (0.025 mL, 0.44 mmol) was then added and the bath removed. The reaction was left stirring at RT overnig... Reactants: ClC1=CC(=NC(=C1)C#N)C(=O)O (4-chloro-6-cyano-2-pyridine carboxylic acid), C(C)(C)(C)OC(=O)N1C[C@@H](OCC1)C1=C(C=C(C=C1)N)F ((−)-(S)-2-(4-Amino-2-fluoro-phenyl)-morpholine-4-carboxylic acid tert-butyl ester). Yields the product Cl.ClC1=CC(=NC(=C1)C#N)C(=O)NC1=CC(=C(C=C1)[C@H]1CNCCO1)F ((S)-4-Chloro-6-cyano-N-(3-fluoro-4-(morpholin-2-yl)phenyl)picolinamide hydrochloride). Reaction SMILES: [Cl:1][C:2]1[CH:7]=[C:6]([C:8]#[N:9])[N:5]=[C:4]([C:10]([OH:12])=O)[CH:3]=1.C(OC([N:20]1[CH2:25][CH2:24][O:23][C@@H:22]([C:26]2[CH:31]=[CH:30][C:29]([NH2:32])=[CH:28][C:27]=2[F:33])[CH2:21]1)=O)(C)(C)C>>[ClH:1].[Cl:1][C:2]1[CH:7]=[C:6]([C:8]#[N:9])[N:5]=[C:4]([C:10]([NH:32][C:29]2[CH:30]=[CH:31][C:26]([C@@H:22]3[O:23][CH2:24][CH2:25][NH:20][CH2:21]3)=[C:27]([F:33])[CH:28]=2)=[O:12])[CH:3]=1 |f:2.3|. Procedure: In analogy to example 83, step a) using 4-chloro-6-cyano-2-pyridine carboxylic acid (CAS 1060812-13-6) instead of 2-(trifluoromethyl)-4-pyridinecarboxylic acid (CAS 131747-41-6) and (−)-(S)-2-(4-Amino-2-fluoro-phenyl)-morpholine-4-carboxylic acid tert-butyl ester (described in example 83) instead of (+)-(R)-2-(4-Amino-2-fluoro-phenyl)-morpholine-4-carboxylic acid tert-butyl ester.